The task is: describe an organic reaction: reactants, conditions, products, and yield. This data is from the Open Reaction Database (ORD), a public repository of structured organic reaction records. The reactants are B, CO, CCOC(C)=O, CCCC(C)C, CC(C)(C)OC(=O)NCCC(=O)c1nccs1, C1CCOC1, C1CCOC1. The product is CC(C)(C)OC(=O)NCCC(O)c1nccs1. As a reaction SMILES: [BH3:6].[CH3:24][OH:25].[CH3:26][CH2:27][O:28][C:29](=[O:30])[CH3:31].[CH3:37][CH2:38][CH2:39][CH:40]([CH3:41])[CH3:42].[CH3:7][C:8]([CH3:9])([CH3:10])[O:11][C:12]([NH:13][CH2:14][CH2:15][C:16]([c:17]1[s:18][cH:19][cH:20][n:21]1)=[O:22])=[O:23].[O:1]1[CH2:2][CH2:3][CH2:4][CH2:5]1.[O:32]1[CH2:33][CH2:34][CH2:35][CH2:36]1>>[CH3:7][C:8]([CH3:9])([CH3:10])[O:11][C:12]([NH:13][CH2:14][CH2:15][CH:16]([c:17]1[s:18][cH:19][cH:20][n:21]1)[OH:22])=[O:23]. Starting materials: CCOc1nc2cccc(C(=O)OC(C)(C)OC(=O)Oc3ccc([N+](=O)[O-])cc3)c2n1Cc1ccc(-c2ccccc2-c2nnnn2C(c2ccccc2)(c2ccccc2)c2ccccc2)cc1, ClCCl, O=[N+]([O-])OCC(CCCCO)O[N+](=O)[O-]. Yields the product CCOc1nc2cccc(C(=O)OC(C)(C)OC(=O)OCCCCC(CO[N+](=O)[O-])O[N+](=O)[O-])c2n1Cc1ccc(-c2ccccc2-c2nnnn2C(c2ccccc2)(c2ccccc2)c2ccccc2)cc1. RXN SMILES: [CH2:16]([CH3:17])[O:18][c:19]1[n:20][c:21]2[c:22]([n:23]1[CH2:24][c:25]1[cH:26][cH:27][c:28](-[c:31]3[c:32](-[c:37]4[n:38][n:39][n:40][n:41]4[C:42]([c:43]4[cH:44][cH:45][cH:46][cH:47][cH:48]4)([c:49]4[cH:50][cH:51][cH:52][cH:53][cH:54]4)[c:55]4[cH:56][cH:57][cH:58][cH:59][cH:60]4)[cH:33][cH:34][cH:35][cH:36]3)[cH:29][cH:30]1)[c:61]([C:65](=[O:66])[O:67][C:68]([CH3:69])([O:70][C:71](=[O:72])[O:73][c:74]1[cH:75][cH:76][c:77]([N+:78]([O-:79])=[O:80])[cH:81][cH:82]1)[CH3:83])[cH:62][cH:63][cH:64]2.[Cl:84][CH2:85][Cl:86].[N+:1](=[O:2])([O:3][CH2:4][CH:5]([CH2:6][CH2:7][CH2:8][CH2:9][OH:10])[O:11][N+:12](=[O:13])[O-:14])[O-:15]>>[N+:1](=[O:2])([O:3][CH2:4][CH:5]([CH2:6][CH2:7][CH2:8][CH2:9][O:10][C:71]([O:70][C:68]([O:67][C:65]([c:61]1[c:22]2[c:21]([n:20][c:19]([O:18][CH2:16][CH3:17])[n:23]2[CH2:24][c:25]2[cH:26][cH:27][c:28](-[c:31]3[c:32](-[c:37]4[n:38][n:39][n:40][n:41]4[C:42]([c:43]4[cH:44][cH:45][cH:46][cH:47][cH:48]4)([c:49]4[cH:50][cH:51][cH:52][cH:53][cH:54]4)[c:55]4[cH:56][cH:57][cH:58][cH:59][cH:60]4)[cH:33][cH:34][cH:35][cH:36]3)[cH:29][cH:30]2)[cH:64][cH:63][cH:62]1)=[O:66])([CH3:69])[CH3:83])=[O:72])[O:11][N+:12](=[O:13])[O-:14])[O-:15]. Reactants: B, CC(C)(C)C(=O)C(=CC1CCCCC1)n1cncn1, ClCCCl, Cl, CC(C)CC(N)C(O)(c1ccccc1)c1ccccc1, C1CCOC1. RXN SMILES: [BH3:26].[CH:27]1([CH:33]=[C:34]([C:35]([C:36]([CH3:37])([CH3:38])[CH3:39])=[O:40])[n:41]2[n:42][cH:43][n:44][cH:45]2)[CH2:28][CH2:29][CH2:30][CH2:31][CH2:32]1.[Cl:47][CH2:48][CH2:49][Cl:50].[ClH:46].[NH2:1][CH:2]([CH2:3][CH:4]([CH3:5])[CH3:6])[C:7]([c:8]1[cH:9][cH:10][cH:11][cH:12][cH:13]1)([c:14]1[cH:15][cH:16][cH:17][cH:18][cH:19]1)[OH:20].[O:21]1[CH2:22][CH2:23][CH2:24][CH2:25]1>>[CH:27]1([CH:33]=[C:34]([CH:35]([C:36]([CH3:37])([CH3:38])[CH3:39])[OH:40])[n:41]2[n:42][cH:43][n:44][cH:45]2)[CH2:28][CH2:29][CH2:30][CH2:31][CH2:32]1. Yields the product CC(C)(C)C(O)C(=CC1CCCCC1)n1cncn1. Starting materials: [N+](=O)([O-])C1=C2C=CC(=NC2=CC=C1)Cl (5-nitro-2-chloroquinoline), C1(CC1)C=1C=C(N)C=CC1 (3-cyclopropylaniline), N1C=NC2=C1C=CC(=C2)C=O (1H-benzimidazole-5-carbaldehyde). Yields the product N1C=NC2=C1C=CC(=C2)CNC=2C=1C=CC(=NC1C=CC2)NC2=CC(=CC=C2)C2CC2 (N5-(1H-Benzoimidazol-5-ylmethyl)-N2-(3-cyclopropyl-phenyl)-quinoline-2,5-diamine). Reaction SMILES: [N+:1]([C:4]1[CH:13]=[CH:12][CH:11]=[C:10]2[C:5]=1[CH:6]=[CH:7][C:8](Cl)=[N:9]2)([O-])=O.[CH:15]1([C:18]2[CH:19]=[C:20]([CH:22]=[CH:23][CH:24]=2)[NH2:21])[CH2:17][CH2:16]1.[NH:25]1[C:29]2[CH:30]=[CH:31][C:32]([CH:34]=O)=[CH:33][C:28]=2[N:27]=[CH:26]1>>[NH:25]1[C:29]2[CH:30]=[CH:31][C:32]([CH2:34][NH:1][C:4]3[C:5]4[CH:6]=[CH:7][C:8]([NH:21][C:20]5[CH:22]=[CH:23][CH:24]=[C:18]([CH:15]6[CH2:17][CH2:16]6)[CH:19]=5)=[N:9][C:10]=4[CH:11]=[CH:12][CH:13]=3)=[CH:33][C:28]=2[N:27]=[CH:26]1. Procedure: The title compound, MS: m/e=406.5 (M+H+), was prepared from 5-nitro-2-chloroquinoline, 3-cyclopropylaniline and 1H-benzimidazole-5-carbaldehyde as described in example 26.